Dataset: the Open Reaction Database (ORD), a public repository of structured organic reaction records. Task: describe an organic reaction: reactants, conditions, products, and yield Reported procedure: The title compound was prepared from (2-amino-5-methyl-4-trifluoromethyl-phenyl)-carbamic acid tert-butyl ester (Example J20) (145 mg, 0.5 mmol) and 3-{3-[2-(2-methoxy-ethylamino)-6-methyl-pyrimidin-4-yl]-phenyl}-3-oxo-propionic acid tert-butyl ester (Example K51) (212 mg, 0.55 mmol) according to the general procedure M and subsequent treatment of the crude product according to the general procedure N. Obtained as a light yellow solid (169 mg). As a reaction SMILES: C(OC(=O)[NH:7][C:8]1[CH:13]=[C:12]([CH3:14])[C:11]([C:15]([F:18])([F:17])[F:16])=[CH:10][C:9]=1[NH2:19])(C)(C)C.C(O[C:26](=[O:48])[CH2:27][C:28]([C:30]1[CH:35]=[CH:34][CH:33]=[C:32]([C:36]2[CH:41]=[C:40]([CH3:42])[N:39]=[C:38]([NH:43][CH2:44][CH2:45][O:46][CH3:47])[N:37]=2)[CH:31]=1)=O)(C)(C)C>>[CH3:47][O:46][CH2:45][CH2:44][NH:43][C:38]1[N:37]=[C:36]([C:32]2[CH:31]=[C:30]([C:28]3[CH2:27][C:26](=[O:48])[NH:19][C:9]4[CH:10]=[C:11]([C:15]([F:16])([F:17])[F:18])[C:12]([CH3:14])=[CH:13][C:8]=4[N:7]=3)[CH:35]=[CH:34][CH:33]=2)[CH:41]=[C:40]([CH3:42])[N:39]=1. The reactants are crude product, C(C)(C)(C)OC(NC1=C(C=C(C(=C1)C)C(F)(F)F)N)=O ((2-amino-5-methyl-4-trifluoromethyl-phenyl)-carbamic acid tert-butyl ester), C(C)(C)(C)OC(CC(=O)C1=CC(=CC=C1)C1=NC(=NC(=C1)C)NCCOC)=O (3-{3-[2-(2-methoxy-ethylamino)-6-methyl-pyrimidin-4-yl]-phenyl}-3-oxo-propionic acid tert-butyl ester). The product is COCCNC1=NC(=CC(=N1)C=1C=C(C=CC1)C1=NC2=C(NC(C1)=O)C=C(C(=C2)C)C(F)(F)F)C (4-{3-[2-(2-Methoxy-ethylamino)-6-methyl-pyrimidin-4-yl]-phenyl}-7-methyl-8-trifluoromethyl-1,3-dihydro-benzo[b][1,4]diazepin-2-one), solid. The reactants are [O-]Cl=O.[Na+] (NaClO2), CO (methanol), FC1=CC(=C(C=C1C(C)C)C=1C(=CC(=CC1)C(F)(F)F)C=O)OC (4′-fluoro-5′-isopropyl-2′-methoxy-4-(trifluoromethyl)biphenyl-2-carbaldehyde), S(N)(O)(=O)=O (sulfamic acid). Run in O (water), C1CCOC1 (THF), O (water). Conditions: time 1.5 hour. Product: FC1=CC(=C(C=C1C(C)C)C=1C(=CC(=CC1)C(F)(F)F)C(=O)O)OC (4′-fluoro-5′-isopropyl-2′-methoxy-4-(trifluoromethyl)biphenyl-2-carboxylic acid). Reaction SMILES: CO.[F:3][C:4]1[C:9]([CH:10]([CH3:12])[CH3:11])=[CH:8][C:7]([C:13]2[C:14]([CH:23]=[O:24])=[CH:15][C:16]([C:19]([F:22])([F:21])[F:20])=[CH:17][CH:18]=2)=[C:6]([O:25][CH3:26])[CH:5]=1.S(=O)(=O)([OH:29])N.[O-]Cl=O.[Na+]>C1COCC1.O>[F:3][C:4]1[C:9]([CH:10]([CH3:12])[CH3:11])=[CH:8][C:7]([C:13]2[C:14]([C:23]([OH:29])=[O:24])=[CH:15][C:16]([C:19]([F:22])([F:21])[F:20])=[CH:17][CH:18]=2)=[C:6]([O:25][CH3:26])[CH:5]=1 |f:3.4|. Procedure: An 8.2 g quantity of a mixture of 4′-fluoro-5′-isopropyl-2′-methoxy-4-(trifluoromethyl)biphenyl-2-yl)methanol 16b and 4′-fluoro-5′-isopropyl-2′-methoxy-4-(trifluoromethyl)biphenyl-2-carbaldehyde 56 [obtained, as a mixture, from a Suzuki coupling by methods described in WO2007/005572] was dissolved along with sulfamic acid (3.3 g) in a mixture of THF (50 mL) and water (50 mL). The solution was cooled in an ice bath. A solution of 80% NaClO2 (2.6 g) in water (50 mL) was added dropwise from an addi... Reactants: OCC(C)(C)NS(=O)(=O)C1=CC=C(NC2=NC=CC(=N2)C2=CN=C(N2C)C)C=C1 (2-{4-[N-(1-Hydroxy-2-methylprop-2-yl)sulphamoyl]anilino}-4-(1,2-dimethylimidazol-5-yl)pyrimidine), C1(=CC=C(C=C1)S(=O)(=O)Cl)C (p-toluenesulphonyl chloride). Run in N1=CC=CC=C1 (pyridine), O (water). Reaction conditions: temperature 0 celsius, time 18 hour. Yields the product C1(=CC=C(C=C1)S(=O)(=O)OCC(C)(C)NS(=O)(=O)C1=CC=C(NC2=NC=CC(=N2)C2=CN=C(N2C)C)C=C1)C (2-{4-[N-(1-(4-Toluenesulphonyloxy)-2-methylprop-2-yl)sulphamoyl]anilino}-4-(1,2-dimethylimidazol-5-yl)pyrimidine). Isolated yield 60.1%. Reaction SMILES: [OH:1][CH2:2][C:3]([NH:6][S:7]([C:10]1[CH:29]=[CH:28][C:13]([NH:14][C:15]2[N:20]=[C:19]([C:21]3[N:25]([CH3:26])[C:24]([CH3:27])=[N:23][CH:22]=3)[CH:18]=[CH:17][N:16]=2)=[CH:12][CH:11]=1)(=[O:9])=[O:8])([CH3:5])[CH3:4].[C:30]1([CH3:40])[CH:35]=[CH:34][C:33]([S:36](Cl)(=[O:38])=[O:37])=[CH:32][CH:31]=1>N1C=CC=CC=1.O>[C:30]1([CH3:40])[CH:35]=[CH:34][C:33]([S:36]([O:1][CH2:2][C:3]([NH:6][S:7]([C:10]2[CH:29]=[CH:28][C:13]([NH:14][C:15]3[N:20]=[C:19]([C:21]4[N:25]([CH3:26])[C:24]([CH3:27])=[N:23][CH:22]=4)[CH:18]=[CH:17][N:16]=3)=[CH:12][CH:11]=2)(=[O:8])=[O:9])([CH3:5])[CH3:4])(=[O:38])=[O:37])=[CH:32][CH:31]=1. Reported procedure: 2-{4-[N-(1-Hydroxy-2-methylprop-2-yl)sulphamoyl]anilino}-4-(1,2-dimethylimidazol-5-yl)pyrimidine (Example 59; 2.36 g, 5.66 mmol) was dissolved in dry pyridine (55 ml) and the solution stirred and cooled to 0° C. under inert gas. Solid p-toluenesulphonyl chloride (5.61 g, 29.4 mmol) was added portionwise over 2 minutes. The reaction was stirred at 0° C. for 10 minutes and then at room temperature for 18 hr. The reaction mixture was diluted with water (200 ml) and the precipitated oil allowed to s... Starting materials: C(C)(C)(C)OC(=O)N1CCC(CC1)N1N=C(N=C1)COS(=O)(=O)C (4-(3-methanesulfonyloxymethyl-[1,2,4]triazol-1-yl) -piperidine-1-carboxylic acid tert-butyl ester), C(C)(C)(C)OC(=O)N1CCC(CC1)N1N=C(N=C1)COS(=O)(=O)C (4-(3-methanesulfonyloxymethyl-[1,2,4]triazol-1-yl) -piperidine-1-carboxylic acid tert-butyl ester), FC1=C(C=CC(=C1)S(=O)(=O)C)O (2-Fluoro-4-methanesulfonyl-phenol), CsCO3. Solvent: C(C)#N (acetonitrile). Product: C(C)(C)(C)OC(=O)N1CCC(CC1)N1N=C(N=C1)COC1=C(C=C(C=C1)S(=O)(=O)C)F (4-[3-(2-Fluoro-4-methanesulfonyl-phenoxymethyl)-[1,2,4]triazol-1-yl]-piperidine-1-carboxylic acid tert-butyl ester). Reaction SMILES: [C:1]([O:5][C:6]([N:8]1[CH2:13][CH2:12][CH:11]([N:14]2[CH:18]=[N:17][C:16]([CH2:19][O:20]S(C)(=O)=O)=[N:15]2)[CH2:10][CH2:9]1)=[O:7])([CH3:4])([CH3:3])[CH3:2].[F:25][C:26]1[CH:31]=[C:30]([S:32]([CH3:35])(=[O:34])=[O:33])[CH:29]=[CH:28][C:27]=1O>C(#N)C>[C:1]([O:5][C:6]([N:8]1[CH2:9][CH2:10][CH:11]([N:14]2[CH:18]=[N:17][C:16]([CH2:19][O:20][C:27]3[CH:28]=[CH:29][C:30]([S:32]([CH3:35])(=[O:34])=[O:33])=[CH:31][C:26]=3[F:25])=[N:15]2)[CH2:12][CH2:13]1)=[O:7])([CH3:2])([CH3:3])[CH3:4]. Procedure details: A mixture of 4-(3-methanesulfonyloxymethyl-[1,2,4]triazol-1-yl) -piperidine-1-carboxylic acid tert-butyl ester (Intermediate 1, 0.222 g, 0.641 mmol), 2-Fluoro-4-methanesulfonyl-phenol (0.122 g, 0.641 mmol) and CsCO3 (0.250 g, 0.769 mmol) in acetonitrile (10 mL) was heated under reflux for 4 hours. After cooling, the solution was filtered through a pad of celite and the solvent was removed in vacuo. The residue was purified by flash chromatography on silica gel with Hexanes and EtOAc to afford th... The reactants are COc1ccc(Cn2cc(-c3ccncc3)c(-c3cccc(Br)c3)n2)cc1, N=C(c1ccccc1)c1ccccc1, CC(C)(C)[O-], Cc1ccccc1, [Na+]. RXN SMILES: [Br:1][c:2]1[cH:3][c:4](-[c:8]2[n:9][n:10]([CH2:19][c:20]3[cH:21][cH:22][c:23]([O:26][CH3:27])[cH:24][cH:25]3)[cH:11][c:12]2-[c:13]2[cH:14][cH:15][n:16][cH:17][cH:18]2)[cH:5][cH:6][cH:7]1.[C:34]([c:35]1[cH:36][cH:37][cH:38][cH:39][cH:40]1)([c:41]1[cH:42][cH:43][cH:44][cH:45][cH:46]1)=[NH:47].[CH3:28][C:29]([CH3:30])([O-:31])[CH3:32].[CH3:48][c:49]1[cH:50][cH:51][cH:52][cH:53][cH:54]1.[Na+:33]>>[c:2]1([N:47]=[C:34]([c:35]2[cH:36][cH:37][cH:38][cH:39][cH:40]2)[c:41]2[cH:42][cH:43][cH:44][cH:45][cH:46]2)[cH:3][c:4](-[c:8]2[n:9][n:10]([CH2:19][c:20]3[cH:21][cH:22][c:23]([O:26][CH3:27])[cH:24][cH:25]3)[cH:11][c:12]2-[c:13]2[cH:14][cH:15][n:16][cH:17][cH:18]2)[cH:5][cH:6][cH:7]1. The product is COc1ccc(Cn2cc(-c3ccncc3)c(-c3cccc(N=C(c4ccccc4)c4ccccc4)c3)n2)cc1.